describe an organic reaction: reactants, conditions, products, and yield From a dataset of the Open Reaction Database (ORD), a public repository of structured organic reaction records. Starting materials: CCOC(=O)C(C)(C)Br, O=C([O-])[O-], CCO, CCOC(C)=O, CN(C)C=O, Cl, COCOc1cc(C[SH]=C(C)[O-])ccc1F, [K+], [K+], [Na+], [OH-]. Product: CCOC(=O)C(C)(C)SCc1ccc(F)c(OCOC)c1. As a reaction SMILES: [Br:26][C:27]([C:28](=[O:29])[O:30][CH2:31][CH3:32])([CH3:33])[CH3:34].[C:20](=[O:21])([O-:22])[O-:23].[CH3:35][CH2:36][OH:37].[CH3:38][CH2:39][O:40][C:41](=[O:42])[CH3:43].[CH3:44][N:45]([CH3:46])[CH:47]=[O:48].[ClH:19].[F:1][c:2]1[c:3]([O:13][CH2:14][O:15][CH3:16])[cH:4][c:5]([CH2:6][SH:7]=[C:8]([O-:9])[CH3:10])[cH:11][cH:12]1.[K+:24].[K+:25].[Na+:18].[OH-:17]>>[F:1][c:2]1[c:3]([O:13][CH2:14][O:15][CH3:16])[cH:4][c:5]([CH2:6][S:7][C:27]([C:28](=[O:29])[O:30][CH2:31][CH3:32])([CH3:33])[CH3:34])[cH:11][cH:12]1. The reactants are O([N+](=O)[O-])C1CCNCC1 (4-Nitroxypiperidine), C(\C=C\C(=O)[O-])(=O)[O-] (fumarate), C([O-])([O-])=O.[K+].[K+] (potassium carbonate), C(C)I (ethyl iodide). Run in CC(=O)C (acetone). Product: C(\C=C\C(=O)O)(=O)O.C(C)N1CCC(CC1)O[N+](=O)[O-] (1-Ethyl-4-nitroxypiperidine fumarate). As a reaction SMILES: [O:1]([CH:5]1[CH2:10][CH2:9][NH:8][CH2:7][CH2:6]1)[N+:2]([O-:4])=[O:3].C(=O)([O-])[O-].[K+].[K+].[CH2:17](I)[CH3:18].[C:20]([O-:27])(=[O:26])/[CH:21]=[CH:22]/[C:23]([O-:25])=[O:24]>CC(C)=O>[C:20]([OH:27])(=[O:26])/[CH:21]=[CH:22]/[C:23]([OH:25])=[O:24].[CH2:17]([N:8]1[CH2:9][CH2:10][CH:5]([O:1][N+:2]([O-:4])=[O:3])[CH2:6][CH2:7]1)[CH3:18] |f:1.2.3,7.8|. Procedure details: 6.9 g. 4-Nitroxypiperidine are dissolved in 50 ml. acetone, mixed with 13.8 g. potassium carbonate and 6.1 ml. ethyl iodide and stirred for 18 hours at ambient temperature. After filtering with suction, the filtrate is evaporated, the residue is dissolved in ethyl acetate and extracted twice with aqueous sodium chloride solution. The orgainc phase is dried with anhydrous sodium sulphate. The crude product (8.2 g.) remaining after suction filtration and evaporation is converted into the fumarate ... Starting materials: CCN(C(C)C)C(C)C, O=c1[nH]nc(CCl)c2ccccc12, COc1ccc(-c2noc(CCC(=O)NCCN)n2)cc1, CN(C)C=O. Yields the product COc1ccc(-c2noc(CCC(=O)NCCNCc3n[nH]c(=O)c4ccccc34)n2)cc1. RXN SMILES: [CH:35]([N:36]([CH2:37][CH3:38])[CH:39]([CH3:40])[CH3:41])([CH3:42])[CH3:43].[Cl:1][CH2:2][c:3]1[n:4][nH:5][c:6](=[O:13])[c:7]2[cH:8][cH:9][cH:10][cH:11][c:12]12.[NH2:14][CH2:15][CH2:16][NH:17][C:18]([CH2:19][CH2:20][c:21]1[n:22][c:23](-[c:26]2[cH:27][cH:28][c:29]([O:32][CH3:33])[cH:30][cH:31]2)[n:24][o:25]1)=[O:34].[O:44]=[CH:45][N:46]([CH3:47])[CH3:48]>>[CH2:2]([c:3]1[n:4][nH:5][c:6](=[O:13])[c:7]2[cH:8][cH:9][cH:10][cH:11][c:12]12)[NH:14][CH2:15][CH2:16][NH:17][C:18]([CH2:19][CH2:20][c:21]1[n:22][c:23](-[c:26]2[cH:27][cH:28][c:29]([O:32][CH3:33])[cH:30][cH:31]2)[n:24][o:25]1)=[O:34]. The reactants are CI, [K+], [K+], Nc1ncccc1C(=O)O, O=C([O-])[O-], CN(C)C=O. Yields the product COC(=O)c1cccnc1N. Reaction SMILES: [CH3:17][I:18].[K+:11].[K+:12].[NH2:1][c:2]1[c:3]([C:4](=[O:5])[OH:6])[cH:7][cH:8][cH:9][n:10]1.[O-:13][C:14]([O-:15])=[O:16].[O:19]=[CH:20][N:21]([CH3:22])[CH3:23]>>[NH2:1][c:2]1[c:3]([C:4](=[O:5])[O:6][CH3:14])[cH:7][cH:8][cH:9][n:10]1. Yields the product COC(=O)c1c(C)cc(C(=O)O)c(C)c1[N+](=O)[O-]. As a reaction SMILES: [CH2:22]1[O:23][CH2:24][CH2:25][O:26][CH2:27]1.[CH3:1][c:2]1[c:3]([C:4](=[O:5])[O:6][CH3:7])[cH:8][c:9]([CH3:19])[c:10]([C:15](=[O:16])[O:17][CH3:18])[c:11]1[N+:12](=[O:13])[O-:14].[Na+:21].[OH-:20].[OH2:28]>>[CH3:1][c:2]1[c:3]([C:4](=[O:5])[OH:6])[cH:8][c:9]([CH3:19])[c:10]([C:15](=[O:16])[O:17][CH3:18])[c:11]1[N+:12](=[O:13])[O-:14]. Starting materials: C1COCCO1, COC(=O)c1cc(C)c(C(=O)OC)c([N+](=O)[O-])c1C, [Na+], [OH-], O. Reactants: BrC1=CC=C(C2=CC=CC=C12)C(=O)NC1=CC(=C(C=C1)OC)N1CCN(CC1)C (4-bromo-N-[4-methoxy-3-(4-methylpiperazin-1-yl)phenyl]naphth-1-ylcarboxamide), N1=CC=C(C=C1)B(O)O (4-pyridylboronic acid). The product is COC1=C(C=C(C=C1)NC(=O)C1=CC=C(C2=CC=CC=C12)C1=CC=NC=C1)N1CCN(CC1)C (N-[4-Methoxy-3-(4-methylpiperazin-1-yl)phenyl]-4-(pyridin-4-yl)naphth-1-ylcarboxamide). RXN SMILES: Br[C:2]1[C:11]2[C:6](=[CH:7][CH:8]=[CH:9][CH:10]=2)[C:5]([C:12]([NH:14][C:15]2[CH:20]=[CH:19][C:18]([O:21][CH3:22])=[C:17]([N:23]3[CH2:28][CH2:27][N:26]([CH3:29])[CH2:25][CH2:24]3)[CH:16]=2)=[O:13])=[CH:4][CH:3]=1.[N:30]1[CH:35]=[CH:34][C:33](B(O)O)=[CH:32][CH:31]=1>>[CH3:22][O:21][C:18]1[CH:19]=[CH:20][C:15]([NH:14][C:12]([C:5]2[C:6]3[C:11](=[CH:10][CH:9]=[CH:8][CH:7]=3)[C:2]([C:33]3[CH:34]=[CH:35][N:30]=[CH:31][CH:32]=3)=[CH:3][CH:4]=2)=[O:13])=[CH:16][C:17]=1[N:23]1[CH2:28][CH2:27][N:26]([CH3:29])[CH2:25][CH2:24]1. Reported procedure: The title compound was prepared from 4-bromo-N-[4-methoxy-3-(4-methylpiperazin-1-yl)phenyl]naphth-1-ylcarboxamide (E1) and 4-pyridylboronic acid following a similar procedure to Example 4. As a reaction SMILES: [O:1]=[C:2]1[N:10]([CH2:11][O:12][CH2:13][CH2:14][Si:15]([CH3:18])([CH3:17])[CH3:16])[C:5]2=[N:6][CH:7]=[CH:8][CH:9]=[C:4]2[C@@:3]21[CH2:34][C:21]1=[N:22][C:23]3[CH:24]=[CH:25][C:26]([C:30](NN)=[O:31])=[CH:27][C:28]=3[CH:29]=[C:20]1[CH2:19]2.[NH4+].[OH-]>C(Cl)Cl.O.[Fe-3](C#N)(C#N)(C#N)(C#N)(C#N)C#N.[K+].[K+].[K+]>[O:1]=[C:2]1[N:10]([CH2:11][O:12][CH2:13][CH2:14][Si:15]([CH3:16])([CH3:17])[CH3:18])[C:5]2=[N:6][CH:7]=[CH:8][CH:9]=[C:4]2[C@@:3]21[CH2:34][C:21]1=[N:22][C:23]3[CH:24]=[CH:25][C:26]([CH:30]=[O:31])=[CH:27][C:28]=3[CH:29]=[C:20]1[CH2:19]2 |f:1.2,5.6.7.8|. Reagents/catalysts: [Fe-3](C#N)(C#N)(C#N)(C#N)(C#N)C#N.[K+].[K+].[K+] (potassium ferricyanide). Product: O=C1[C@@]2(C=3C(=NC=CC3)N1COCC[Si](C)(C)C)CC=1C(=NC=3C=CC(=CC3C1)C=O)C2 ((2S)-2′-Oxo-1′-{[2-(trimethylsilyl)ethoxy]methyl}-1,1′, 2′,3-tetrahydrospiro[cyclopenta[b]quinoline-2,3′-pyrrolo[2,3-b]pyridine]-7-carbaldehyde). Procedure details: To a rapidly stirred solution of (2S)-2′-oxo-1′-{[2-(trimethylsilyl)eth-oxy]methyl}-1,1′,2′,3-tetrahydrospiro[cyclopenta[b]quinoline-2,3′-pyrrolo[2,3-b]pyridine]-7-carbohydrazide from Step H (317 mg, 0.667 mmol) in DCM (6.8 mL) was added water (2.7 mL) plus concentrated aqueous NH4OH (0.6 mL) and lastly potassium ferricyanide (549 mg, 1.67 mmol). After 4.5 hours the reaction was diluted with water (20 mL) and DCM (40 mL). The aqueous layer was extracted once with DCM (20 mL). The combined organi... The reactants are O=C1[C@@]2(C=3C(=NC=CC3)N1COCC[Si](C)(C)C)CC=1C(=NC=3C=CC(=CC3C1)C(=O)NN)C2 ((2S)-2′-oxo-1′-{[2-(Trimethylsilyl)ethoxy]methyl}-1,1′,2′,3-tetrahydrospiro[cyclopenta[b]quinoline-2,3′-pyrrolo[2,3-b]pyridine]-7-carbohydrazide), [NH4+].[OH-] (NH4OH). Run in C(Cl)Cl (DCM), O (water), O (water), C(Cl)Cl (DCM). Reactants: COC1=CC=C2CCC(CC2=C1)N(C(CN1CCNCC1)=O)CCC (N-(7-methoxy-1,2,3,4-tetrahydronaphthalen-2-yl)-2-(piperazin-1-yl)-N-propylacetamide), [H-].[H-].[H-].[H-].[Li+].[Al+3] (LiAlH4), [H-].[H-].[H-].[H-].[Li+].[Al+3] (LiAlH4), [OH-].[Na+] (NaOH). The solvent is C1CCOC1 (THF), C1CCOC1 (THF). Run at temperature 0 celsius, time 20 minute. The product is COC1=CC=C2CCC(CC2=C1)N(CCC)CCN1CCNCC1 (7-methoxy-N-(2-(piperazin-1-yl)ethyl)-N-propyl-1,2,3,4-tetrahydronaphthalen-2-amine). The yield is 73.5%. As a reaction SMILES: [H-].[H-].[H-].[H-].[Li+].[Al+3].[CH3:7][O:8][C:9]1[CH:18]=[C:17]2[C:12]([CH2:13][CH2:14][CH:15]([N:19]([CH2:29][CH2:30][CH3:31])[C:20](=O)[CH2:21][N:22]3[CH2:27][CH2:26][NH:25][CH2:24][CH2:23]3)[CH2:16]2)=[CH:11][CH:10]=1.[OH-].[Na+]>C1COCC1>[CH3:7][O:8][C:9]1[CH:18]=[C:17]2[C:12]([CH2:13][CH2:14][CH:15]([N:19]([CH2:20][CH2:21][N:22]3[CH2:23][CH2:24][NH:25][CH2:26][CH2:27]3)[CH2:29][CH2:30][CH3:31])[CH2:16]2)=[CH:11][CH:10]=1 |f:0.1.2.3.4.5,7.8|. Procedure details: To a suspension of LiAlH4 (1.735 g, 45.73 mmol) in THF (100 ml) at 0° C. was added 7a (3.16 g, 9.15 mmol) in a solution of THF (25 ml). After addition, the mixture was refluxed for 2 h and cooled to 0° C. 15% NaOH was added dropwise to quench the reaction and deactivate the LiAlH4, and the mixture stirred for 20 min, and filtered, washed with ethyl acetate. The solution was dried over Na2SO4, filtered, and concentrated. This crude product was then purified through column chromatography using 20%... Starting materials: COc1ccc(P2(=S)SP(=S)(c3ccc(OC)cc3)S2)cc1, Cc1ccccc1, CCOC(=O)C(=O)Nc1ccc(Cl)nc1Cl. Yields the product CCOC(=O)C(=S)Nc1ccc(Cl)nc1Cl. As a reaction SMILES: [CH3:17][O:18][c:19]1[cH:20][cH:21][c:22]([P:23]2(=[S:26])[S:24][P:25]([c:27]3[cH:28][cH:29][c:30]([O:31][CH3:32])[cH:33][cH:34]3)(=[S:35])[S:36]2)[cH:37][cH:38]1.[CH3:39][c:40]1[cH:41][cH:42][cH:43][cH:44][cH:45]1.[Cl:1][c:2]1[n:3][c:4]([Cl:16])[cH:5][cH:6][c:7]1[NH:8][C:9]([C:10](=[O:11])[O:12][CH2:13][CH3:14])=[O:15]>>[Cl:1][c:2]1[n:3][c:4]([Cl:16])[cH:5][cH:6][c:7]1[NH:8][C:9]([C:10](=[O:11])[O:12][CH2:13][CH3:14])=[S:26].